This data is from the Open Reaction Database (ORD), a public repository of structured organic reaction records. The task is: describe an organic reaction: reactants, conditions, products, and yield Reactants: CCOC(=O)C1(C(=O)OCC)CCC1, C1CCOC1. Yields the product CCOC(=O)C1(CO)CCC1. RXN SMILES: [C:1]1([C:5](=[O:6])[O:7][CH2:8][CH3:9])([C:10](=[O:11])[O:12][CH2:13][CH3:14])[CH2:2][CH2:3][CH2:4]1.[CH2:15]1[O:16][CH2:17][CH2:18][CH2:19]1>>[C:1]1([C:5](=[O:6])[O:7][CH2:8][CH3:9])([CH2:10][OH:11])[CH2:2][CH2:3][CH2:4]1. Reactants: [Al+3], C1CCOC1, CCOC(=O)CC(c1ccc(C(F)(F)F)cc1Cl)c1c[nH]c2c(CSC)cccc12, Cl, [H-], [H-], [H-], [H-], [Li+]. The product is CSCc1cccc2c(C(CCO)c3ccc(C(F)(F)F)cc3Cl)c[nH]c12. Reaction SMILES: [Al+3:32].[CH2:38]1[O:39][CH2:40][CH2:41][CH2:42]1.[Cl:1][c:2]1[c:3]([CH:12]([CH2:13][C:14](=[O:15])[O:16][CH2:17][CH3:18])[c:19]2[cH:20][nH:21][c:22]3[c:23]([CH2:28][S:29][CH3:30])[cH:24][cH:25][cH:26][c:27]23)[cH:4][cH:5][c:6]([C:8]([F:9])([F:10])[F:11])[cH:7]1.[ClH:37].[H-:31].[H-:34].[H-:35].[H-:36].[Li+:33]>>[Cl:1][c:2]1[c:3]([CH:12]([CH2:13][CH2:14][OH:15])[c:19]2[cH:20][nH:21][c:22]3[c:23]([CH2:28][S:29][CH3:30])[cH:24][cH:25][cH:26][c:27]23)[cH:4][cH:5][c:6]([C:8]([F:9])([F:10])[F:11])[cH:7]1.